Dataset: the Open Reaction Database (ORD), a public repository of structured organic reaction records. Task: describe an organic reaction: reactants, conditions, products, and yield The reactants are CC1=C(SC(=C1)N1C(N(CC1)CC1=CC=C(C=C1)C(F)(F)F)=O)C(=O)OCC (ethyl 3-methyl-5-(2-oxo-3-(4-(trifluoromethyl)benzyl)imidazolidin-1-yl)thiophene-2-carboxylate), C(C1=CC=CC=C1)NC(=O)C1=C(N=C(S1)N1C(N(CC1)CC(=O)OCC)=O)C (ethyl 2-(3-(5-(benzylcarbamoyl)-4-methylthiazol-2-yl)-2-oxoimidazolidin-1-yl)acetate). The product is C(C1=CC=CC=C1)NC(=O)C1=C(N=C(S1)N1C(N(CC1)CC(=O)O)=O)C (2-(3-(5-(benzylcarbamoyl)-4-methylthiazol-2-yl)-2-oxoimidazolidin-1-yl)acetic acid). Isolated yield 89.0%. RXN SMILES: CC1C=C(N2CCN(CC3C=CC(C(F)(F)F)=CC=3)C2=O)SC=1C(OCC)=O.[CH2:29]([NH:36][C:37]([C:39]1[S:43][C:42]([N:44]2[CH2:48][CH2:47][N:46]([CH2:49][C:50]([O:52]CC)=[O:51])[C:45]2=[O:55])=[N:41][C:40]=1[CH3:56])=[O:38])[C:30]1[CH:35]=[CH:34][CH:33]=[CH:32][CH:31]=1>>[CH2:29]([NH:36][C:37]([C:39]1[S:43][C:42]([N:44]2[CH2:48][CH2:47][N:46]([CH2:49][C:50]([OH:52])=[O:51])[C:45]2=[O:55])=[N:41][C:40]=1[CH3:56])=[O:38])[C:30]1[CH:35]=[CH:34][CH:33]=[CH:32][CH:31]=1. Reported procedure: Following the procedure as described in Example 14, making variations as required to replace ethyl 3-methyl-5-(2-oxo-3-(4-(trifluoromethyl)benzyl)imidazolidin-1-yl)thiophene-2-carboxylate with ethyl 2-(3-(5-(benzylcarbamoyl)-4-methylthiazol-2-yl)-2-oxoimidazolidin-1-yl)acetate, the title compound was obtained as a colorless solid in 89% yield: 1H NMR (300 MHz, CDCl3) δ 7.37-7.27 (m, 5H), 6.06 (t, J=5.4 Hz, 1H), 4.56 (d, J=5.4 Hz, 2H), 4.17-4.07 (m, 4H), 3.70 (t. J=8.1 Hz, 2H), 2.59 (s, 3H); MS (... The reactants are C=1C=CC2=C(C1)C(=O)NC2(C=3C=CC(=C(C3)S(=O)(=O)N)Cl)O (chlorthalidone), SCC(C(=O)N1[C@H](C(=O)O)CCC1)C (1-(3-mercapto-2-methyl-1-oxopropyl)-L-proline), Cl (HCl). Solvent: C(C)(=O)OCC (ethyl acetate). Yields the product NS(=O)(=O)C=1C=C(C=CC1Cl)C1(NC(C2=CC=CC=C12)=O)SCC(C(=O)N1[C@H](C(=O)O)CCC1)C (1-[3-[[1-[3-(Aminosulfonyl)-4-chlorophenyl]2,3-dihydro-3-oxo-1H-isoindol-1yl]thio]-2-methyl-1-oxopropyl]-L-proline). The yield is 48.4%. Reaction SMILES: [CH:1]1[CH:2]=[CH:3][C:4]2[C:10](O)([C:11]3[CH:12]=[CH:13][C:14]([Cl:21])=[C:15]([S:17]([NH2:20])(=[O:19])=[O:18])[CH:16]=3)[NH:9][C:7](=[O:8])[C:5]=2[CH:6]=1.[SH:23][CH2:24][CH:25]([CH3:36])[C:26]([N:28]1[CH2:35][CH2:34][CH2:33][C@H:29]1[C:30]([OH:32])=[O:31])=[O:27].Cl>C(OCC)(=O)C>[NH2:20][S:17]([C:15]1[CH:16]=[C:11]([C:10]2([S:23][CH2:24][CH:25]([CH3:36])[C:26]([N:28]3[CH2:35][CH2:34][CH2:33][C@H:29]3[C:30]([OH:32])=[O:31])=[O:27])[C:4]3[C:5](=[CH:6][CH:1]=[CH:2][CH:3]=3)[C:7](=[O:8])[NH:9]2)[CH:12]=[CH:13][C:14]=1[Cl:21])(=[O:19])=[O:18]. Procedure: A mixture of 1.69 g chlorthalidone, 2.5 g of 1-(3-mercapto-2-methyl-1-oxopropyl)-L-proline and 150 ml ethyl acetate is cooled by an ice bath and then saturated with HCl gas. This mixture is refluxed for one hour. The solvent is evaporated, the residue dissolved in warm saturated sodium bicarbonate solution, and the mixture extracted with ethyl acetate. The aqueous phase is separated and acidified at ice bath temperature. The resulting solid is filtered off, washed with water and dried to yield 1... The reactants are C(C)(=O)OC1=CC2=CC=C3[C@@H]4CC=C[C@@]4(C)CCC3=C2C=C1 (ESTRA-1,3,5,7,9,16-HEXAEN-3-YL ACETATE), C(C)(=O)[O-] (Acetate). Product: C=C1[C@]2(C)[C@@H](CC1)[C@@H]1CCC3=CC(CC[C@@H]3[C@H]1CC2)=O (17-METHYLENEESTRA-4-EN-3-ONE). As a reaction SMILES: C([O:4][C:5]1[CH:22]=[CH:21][C:20]2[C:7](=[CH:8][CH:9]=[C:10]3[C:19]=2[CH2:18][CH2:17][C@@:15]2([CH3:16])[C@H:11]3[CH2:12][CH:13]=[CH:14]2)[CH:6]=1)(=O)C.[C:23]([O-])(=O)C>>[CH2:23]=[C:14]1[CH2:13][CH2:12][C@H:11]2[C@H:10]3[C@H:19]([CH2:18][CH2:17][C@:15]12[CH3:16])[C@@H:20]1[C:7](=[CH:6][C:5](=[O:4])[CH2:22][CH2:21]1)[CH2:8][CH2:9]3. Reported procedure: ESTRA-1,3,5,7,9,16-HEXAEN-3-YL ACETATE (Acetate of E10/N1) Starting materials: CCNC(=O)Nc1nc2cc(-c3cccnc3)cc([N+](=O)[O-])c2s1, CCO, Cl, N, O, Cl[Sn]Cl. Product: CCNC(=O)Nc1nc2cc(-c3cccnc3)cc(N)c2s1. As a reaction SMILES: [CH2:1]([CH3:2])[NH:3][C:4](=[O:5])[NH:6][c:7]1[s:8][c:9]2[c:10]([n:11]1)[cH:12][c:13](-[c:19]1[cH:20][n:21][cH:22][cH:23][cH:24]1)[cH:14][c:15]2[N+:16]([O-:17])=[O:18].[CH3:29][CH2:30][OH:31].[ClH:32].[NH3:28].[OH2:33].[Sn:25]([Cl:26])[Cl:27]>>[CH2:1]([CH3:2])[NH:3][C:4](=[O:5])[NH:6][c:7]1[s:8][c:9]2[c:10]([n:11]1)[cH:12][c:13](-[c:19]1[cH:20][n:21][cH:22][cH:23][cH:24]1)[cH:14][c:15]2[NH2:16]. Starting materials: O=C([O-])[O-], CC(C)(C)OC(=O)N1CC(CNc2nc(Cl)nc(N3CCOCC3)n2)C1, COCCOC, CC1(C)OB(c2ccc(N)cc2)OC1(C)C, [Na+], [Na+]. Yields the product CC(C)(C)OC(=O)N1CC(CNc2nc(-c3ccc(N)cc3)nc(N3CCOCC3)n2)C1. RXN SMILES: [C:1](=[O:2])([O-:3])[O-:4].[C:23]([CH3:24])([CH3:25])([CH3:26])[O:27][C:28](=[O:29])[N:30]1[CH2:31][CH:32]([CH2:34][NH:35][c:36]2[n:37][c:38]([N:43]3[CH2:44][CH2:45][O:46][CH2:47][CH2:48]3)[n:39][c:40]([Cl:42])[n:41]2)[CH2:33]1.[CH2:49]([CH2:50][O:51][CH3:52])[O:53][CH3:54].[CH3:7][C:8]1([CH3:9])[C:10]([CH3:11])([CH3:12])[O:13][B:14]([c:15]2[cH:16][cH:17][c:18]([NH2:21])[cH:19][cH:20]2)[O:22]1.[Na+:5].[Na+:6]>>[c:15]1(-[c:40]2[n:39][c:38]([N:43]3[CH2:44][CH2:45][O:46][CH2:47][CH2:48]3)[n:37][c:36]([NH:35][CH2:34][CH:32]3[CH2:31][N:30]([C:28]([O:27][C:23]([CH3:24])([CH3:25])[CH3:26])=[O:29])[CH2:33]3)[n:41]2)[cH:16][cH:17][c:18]([NH2:21])[cH:19][cH:20]1. Reaction conditions: temperature -5 celsius, time 15 minute. Yields the product C(C)(C)(C)C1=CN(C(=C1)C(=O)OCC)N (ethyl 3-tert-butyl-1-aminopyrrole-5-carboxylate). The solvent is CCOCC (ether), CN(C)C=O (DMF), CCOCC (ether). Starting materials: NCl (Monochloramine), [H-].[Na+] (Sodium hydride), NCl (Monochloramine), [O-]Cl.[Na+] (Chlorox), C(C)(C)(C)C=1C=C(NC1)C(=O)OCC (Ethyl 4-tert-butyl-1H-pyrrole-2-carboxylate), [NH4+].[OH-] (NH4OH), [NH4+].[Cl-] (NH4Cl). Reported procedure: Preparation of Monochloramine by the Method of Hynes, Jr., J. et al., J. Org. Chem., 69:1368 (2004): NH4Cl (3 g, 56 mmol, was mixed in ether (110 mL) and cooled to −5° C. Concentrated NH4OH (4.7 mL) was then added followed by dropwise addition of bleach (Chlorox, 72 mL) over 15 minutes. The mixture was stirred for 15 minutes, the layers separated and the organic layer washed with brine. The organic layer was dried over powdered CaCl2 in the freezer for 1 h and used for the subsequent step immedi... RXN SMILES: [NH2:1]Cl.[NH4+].[Cl-].[NH4+].[OH-].[O-]Cl.[Na+].[C:10]([C:14]1[CH:15]=[C:16]([C:19]([O:21][CH2:22][CH3:23])=[O:20])[NH:17][CH:18]=1)([CH3:13])([CH3:12])[CH3:11].[H-].[Na+]>CCOCC.CN(C=O)C>[C:10]([C:14]1[CH:15]=[C:16]([C:19]([O:21][CH2:22][CH3:23])=[O:20])[N:17]([NH2:1])[CH:18]=1)([CH3:13])([CH3:11])[CH3:12] |f:1.2,3.4,5.6,8.9|. Reactants: C(=O)(OCC1=CC=CC=C1)N1CCC(CC1)N1C(NCC1)=O (1-(1-carbobenzoxy-4-piperidyl)-imidazolidin-2-one), [H-].[Na+] (sodium hydride), C(CCC)I (n-butyl iodide). Solvent: CN(C=O)C (dimethylformamide). The product is C(CCC)N1C(N(CC1)C1CCN(CC1)C(=O)OCC1=CC=CC=C1)=O (3-n-butyl-1-(1-carbobenzoxy-4-piperidyl)-imidazolidin-2-one). Reaction SMILES: [C:1]([N:11]1[CH2:16][CH2:15][CH:14]([N:17]2[CH2:21][CH2:20][NH:19][C:18]2=[O:22])[CH2:13][CH2:12]1)([O:3][CH2:4][C:5]1[CH:10]=[CH:9][CH:8]=[CH:7][CH:6]=1)=[O:2].[H-].[Na+].[CH2:25](I)[CH2:26][CH2:27][CH3:28]>CN(C)C=O>[CH2:25]([N:19]1[CH2:20][CH2:21][N:17]([CH:14]2[CH2:13][CH2:12][N:11]([C:1]([O:3][CH2:4][C:5]3[CH:6]=[CH:7][CH:8]=[CH:9][CH:10]=3)=[O:2])[CH2:16][CH2:15]2)[C:18]1=[O:22])[CH2:26][CH2:27][CH3:28] |f:1.2|. Reported procedure: 25 g of 1-(1-carbobenzoxy-4-piperidyl)-imidazolidin-2-one are added in portions to a mixture, which has been warmed to 80° C., of 2.4 g of sodium hydride in 100 ml of absolute dimethylformamide, with stirring. The mixture is stirred for a further 2 hours at 80° C. and 18.2 g of n-butyl iodide are then allowed to run in slowly dropwise (highly exothermic reaction). After stirring for a further 2 hours at 80° C., the reaction mixture is evaporated under reduced pressure and the residue is freed fr... The reactants are Cl.[N+](=O)([O-])C1=CC=C(C=C1)NC(=O)NC(CCCC)=N (1-(4-nitrophenyl)-3-(pentanimidoyl)urea hydrochloride), [OH-].[Na+] (sodium hydroxide). Solvent: O (water). Yields the product NC1=CC=C(C=C1)NC(=O)NC(CCCC)=N (1-(4-Aminophenyl)-3-(pentanimidoyl)urea). As a reaction SMILES: Cl.[N+:2]([C:5]1[CH:10]=[CH:9][C:8]([NH:11][C:12]([NH:14][C:15](=[NH:20])[CH2:16][CH2:17][CH2:18][CH3:19])=[O:13])=[CH:7][CH:6]=1)([O-])=O.[OH-].[Na+]>O>[NH2:2][C:5]1[CH:6]=[CH:7][C:8]([NH:11][C:12]([NH:14][C:15](=[NH:20])[CH2:16][CH2:17][CH2:18][CH3:19])=[O:13])=[CH:9][CH:10]=1 |f:0.1,2.3|. Reported procedure: A solution of 30 g. of 1-(4-nitrophenyl)-3-(pentanimidoyl)urea hydrochloride (see Example 9) in 300 ml. ice-cold water was treated with 8 g. sodium hydroxide in 40 ml. water. The mixture was extracted with ether and the ethereal solution was dried over calcium sulfate and evaporated to dryness. The residue was taken up in 400 ml. absolute alcohol and hydrogenated over Raney nickel at 392 pounds pressure and at room temperature until the hydrogen uptake was complete. The catalyst was removed by f...